Dataset: the Open Reaction Database (ORD), a public repository of structured organic reaction records. Task: describe an organic reaction: reactants, conditions, products, and yield Starting materials: CC(C)(C)OO, CC(C)[O-], CC(C)[O-], CC(C)[O-], CC(C)[O-], [Cl-], ClCCl, OCC=Cc1ccc(C(F)(F)F)cc1, [Na+], [Na+], [OH-], O, [Ti+4]. Yields the product OCC1OC1c1ccc(C(F)(F)F)cc1. RXN SMILES: [C:1]([CH3:3])([CH3:4])([O:5][OH:2])[CH3:6].[CH3:29][CH:30]([CH3:31])[O-:32].[CH3:33][CH:34]([CH3:35])[O-:36].[CH3:37][CH:38]([CH3:39])[O-:40].[CH3:41][CH:42]([CH3:43])[O-:44].[Cl-:21].[Cl:25][CH2:26][Cl:27].[F:7][C:8]([c:9]1[cH:10][cH:11][c:12]([CH:15]=[CH:16][CH2:17][OH:18])[cH:13][cH:14]1)([F:19])[F:20].[Na+:22].[Na+:24].[OH-:23].[OH2:28].[Ti+4:45]>>[O:5]1[CH:15]([c:12]2[cH:11][cH:10][c:9]([C:8]([F:7])([F:19])[F:20])[cH:14][cH:13]2)[CH:16]1[CH2:17][OH:18]. Starting materials: Brc1cncc(Br)c1, O=C([O-])[O-], OB(O)c1ccc(OC(F)(F)F)cc1, [K+], [K+], C1COCCO1, c1ccc(P(c2ccccc2)(c2ccccc2)[Pd](P(c2ccccc2)(c2ccccc2)c2ccccc2)(P(c2ccccc2)(c2ccccc2)c2ccccc2)P(c2ccccc2)(c2ccccc2)c2ccccc2)cc1. Product: FC(F)(F)Oc1ccc(-c2cncc(Br)c2)cc1. As a reaction SMILES: [Br:1][c:2]1[cH:3][n:4][cH:5][c:6]([Br:7])[cH:8]1.[C:23](=[O:24])([O-:25])[O-:26].[F:9][C:10]([O:11][c:12]1[cH:13][cH:14][c:15]([B:18]([OH:19])[OH:20])[cH:16][cH:17]1)([F:21])[F:22].[K+:27].[K+:28].[O:106]1[CH2:107][CH2:108][O:109][CH2:110][CH2:111]1.[cH:29]1[cH:30][cH:31][c:32]([P:33]([Pd:34]([P:35]([c:36]2[cH:37][cH:38][cH:39][cH:40][cH:41]2)([c:42]2[cH:43][cH:44][cH:45][cH:46][cH:47]2)[c:48]2[cH:49][cH:50][cH:51][cH:52][cH:53]2)([P:54]([c:55]2[cH:56][cH:57][cH:58][cH:59][cH:60]2)([c:61]2[cH:62][cH:63][cH:64][cH:65][cH:66]2)[c:67]2[cH:68][cH:69][cH:70][cH:71][cH:72]2)[P:73]([c:74]2[cH:75][cH:76][cH:77][cH:78][cH:79]2)([c:80]2[cH:81][cH:82][cH:83][cH:84][cH:85]2)[c:86]2[cH:87][cH:88][cH:89][cH:90][cH:91]2)([c:92]2[cH:93][cH:94][cH:95][cH:96][cH:97]2)[c:98]2[cH:99][cH:100][cH:101][cH:102][cH:103]2)[cH:104][cH:105]1>>[c:2]1(-[c:15]2[cH:14][cH:13][c:12]([O:11][C:10]([F:9])([F:21])[F:22])[cH:17][cH:16]2)[cH:3][n:4][cH:5][c:6]([Br:7])[cH:8]1. The reactants are C(C)OC(=O)C1=CC=C(C=C1)N1N=C2N(CNC=3C=CC=CC23)C1=O (2-[4-(Ethoxycarbonyl)phenyl]-5,6dihydro-1,2,4-triazolo-[4,3-c]-quinazolin-3-one), C(C)OC(=O)C1=CC=C(C=C1)N1N=C2N(CNC=3C=CC=CC23)C1=O (2-[4-(Ethoxycarbonyl)phenyl]-5,6dihydro-1,2,4-triazolo-[4,3-c]-quinazolin-3-one), CC(C)C[AlH]CC(C)C (DIBAL). Solvent: C1CCOC1 (THF). Reaction conditions: temperature 0 celsius, time 10 minute. Yields the product OCC1=CC=C(C=C1)N1N=C2N(CNC=3C=CC=CC23)C1=O (2-[4-(hydroxymethyl)-phenyl]-5,6dihydro-1,2,4-triazolo[4,3-c]-quinazolin-3-one). As a reaction SMILES: C([O:3][C:4]([C:6]1[CH:11]=[CH:10][C:9]([N:12]2[C:24](=[O:25])[N:15]3[CH2:16][NH:17][C:18]4[CH:19]=[CH:20][CH:21]=[CH:22][C:23]=4[C:14]3=[N:13]2)=[CH:8][CH:7]=1)=O)C.CC(C[AlH]CC(C)C)C>C1COCC1>[OH:3][CH2:4][C:6]1[CH:11]=[CH:10][C:9]([N:12]2[C:24](=[O:25])[N:15]3[CH2:16][NH:17][C:18]4[CH:19]=[CH:20][CH:21]=[CH:22][C:23]=4[C:14]3=[N:13]2)=[CH:8][CH:7]=1. Reported procedure: 2-[4-(Ethoxycarbonyl)phenyl]-5,6dihydro-1,2,4-triazolo-[4,3-c]-quinazolin-3-one (Compound 18) (1 g, 3.0 mmol) was mixed with THF at 0° C. DIBAL (1.5M in Toluene, 4.6 ml) was added to the reaction dropwise and stirred for 10 min. at 0° C. The reaction was quenched with 10% NaOH solution and extracted with CH2Cl2 (3×100 ml). The combined organic layers were dried over Na2SO4 and evaporated under reduced pressure to afford 2-[4-(hydroxymethyl)-phenyl]-5,6dihydro-1,2,4-triazolo[4,3-c]-quinazolin-3-o... Starting materials: CCOC(=O)Cc1cc(Oc2ccc([N+](=O)[O-])cc2C=O)cc(C(F)(F)F)c1, CCOC(=O)Cc1cc(Oc2ccc([N+](=O)[O-])cc2CO)cc(C(F)(F)F)c1, FC(F)(F)CS. The product is CCOC(=O)Cc1cc(Oc2ccc([N+](=O)[O-])cc2CSCC(F)(F)F)cc(C(F)(F)F)c1. RXN SMILES: [CH2:1]([CH3:2])[O:3][C:4]([CH2:5][c:6]1[cH:7][c:8]([O:16][c:17]2[c:18]([CH:26]=[O:27])[cH:19][c:20]([N+:23](=[O:24])[O-:25])[cH:21][cH:22]2)[cH:9][c:10]([C:12]([F:13])([F:14])[F:15])[cH:11]1)=[O:28].[CH2:29]([O:30][C:31](=[O:32])[CH2:33][c:34]1[cH:35][c:36]([C:37]([F:38])([F:39])[F:40])[cH:41][c:42]([O:43][c:44]2[cH:45][cH:46][c:47]([N+:48]([O-:49])=[O:50])[cH:51][c:52]2[CH2:53][OH:54])[cH:55]1)[CH3:56].[F:57][C:58]([CH2:59][SH:60])([F:61])[F:62]>>[CH2:1]([CH3:2])[O:3][C:4]([CH2:5][c:6]1[cH:7][c:8]([O:16][c:17]2[c:18]([CH2:26][S:60][CH2:59][C:58]([F:57])([F:61])[F:62])[cH:19][c:20]([N+:23](=[O:24])[O-:25])[cH:21][cH:22]2)[cH:9][c:10]([C:12]([F:13])([F:14])[F:15])[cH:11]1)=[O:28].